This data is from the Open Reaction Database (ORD), a public repository of structured organic reaction records. The task is: describe an organic reaction: reactants, conditions, products, and yield Reactants: CC1=CC(=CC(O1)=O)SC=1CS[C@H]2N(C1C(=O)OC(C1=CC=CC=C1)C1=CC=CC=C1)C([C@H]2NC(CC2=CC=CC=C2)=O)=O (diphenylmethyl 3-(6-methyl-2-oxo-2H-pyran-4-ylthio) -7β-phenylacetamidoceph-3-em-4-carboxylate), CC1=CC(=CC(O1)=O)SC1=CS[C@H]2N(C1C(=O)OC(C1=CC=CC=C1)C1=CC=CC=C1)C([C@H]2NC(CC2=CC=CC=C2)=O)=O (diphenylmethyl 3-(6-methyl-2-oxo-2H-pyran-4-ylthio) -7β-phenylacetamidoceph-2-em-4-carboxylate), ClC1=CC(=CC=C1)C(=O)OO (m-chloroperbenzoic acid). The solvent is ClCCl (dichloromethane), ClCCl (dichloromethane). Conditions: time 40 minute. Product: CC1=CC(=CC(O1)=O)SC=1CS([C@H]2N(C1C(=O)OC(C1=CC=CC=C1)C1=CC=CC=C1)C([C@H]2NC(CC2=CC=CC=C2)=O)=O)=O (Diphenylmethyl 3-(6-Methyl-2-oxo-2H-pyran-4-yl-thio) -7β-phenylacetamidoceph-3-em-4-carboxylate 1-oxide). RXN SMILES: [CH3:1][C:2]1[O:7][C:6](=[O:8])[CH:5]=[C:4]([S:9][C:10]2[CH2:11][S:12][C@@H:13]3[C@H:33]([NH:34][C:35](=[O:43])[CH2:36][C:37]4[CH:42]=[CH:41][CH:40]=[CH:39][CH:38]=4)[C:32](=[O:44])[N:14]3[C:15]=2[C:16]([O:18][CH:19]([C:26]2[CH:31]=[CH:30][CH:29]=[CH:28][CH:27]=2)[C:20]2[CH:25]=[CH:24][CH:23]=[CH:22][CH:21]=2)=[O:17])[CH:3]=1.CC1[O:51]C(=O)C=C(SC2C(C(OC(C3C=CC=CC=3)C3C=CC=CC=3)=O)N3C(=O)[C@@H](NC(=O)CC4C=CC=CC=4)[C@H]3SC=2)C=1.ClC1C=CC=C(C(OO)=O)C=1>ClCCl>[CH3:1][C:2]1[O:7][C:6](=[O:8])[CH:5]=[C:4]([S:9][C:10]2[CH2:11][S:12](=[O:51])[C@@H:13]3[C@H:33]([NH:34][C:35](=[O:43])[CH2:36][C:37]4[CH:38]=[CH:39][CH:40]=[CH:41][CH:42]=4)[C:32](=[O:44])[N:14]3[C:15]=2[C:16]([O:18][CH:19]([C:26]2[CH:31]=[CH:30][CH:29]=[CH:28][CH:27]=2)[C:20]2[CH:21]=[CH:22][CH:23]=[CH:24][CH:25]=2)=[O:17])[CH:3]=1. Reported procedure: A stirred solution of diphenylmethyl 3-(6-methyl-2-oxo-2H-pyran-4-ylthio) -7β-phenylacetamidoceph-3-em-4-carboxylate and diphenylmethyl 3-(6-methyl-2-oxo-2H-pyran-4-ylthio) -7β-phenylacetamidoceph-2-em-4-carboxylate (763 mg) in dichloromethane (10 ml) was cooled in an ice bath, and a solution of m-chloroperbenzoic acid (211 mg of 85%) in dichloromethane (5 ml) was added. The mixture was stirred at 0° for 40 mins. and then washed with sodium bicarbonate solution, sodium metabisulphite solution, w... Starting materials: NC=1C(=CC(=C(C1)O)Cl)F (5-amino-2-chloro-4-fluorophenol), C(C1=CC=CC=C1)=O (benzaldehyde). The reagents and catalysts are C1(=CC=C(C=C1)S(=O)(=O)O)C (p-toluenesulfonic acid). Run in C1(=CC=CC=C1)C (toluene). Yields the product C(C1=CC=CC=C1)=NC=1C(=CC(=C(C1)O)Cl)F (5-benzylidenamino-2-chloro-4-fluorophenol). Yield: 94.5%. Reaction SMILES: [NH2:1][C:2]1[C:3]([F:10])=[CH:4][C:5]([Cl:9])=[C:6]([OH:8])[CH:7]=1.[CH:11](=O)[C:12]1[CH:17]=[CH:16][CH:15]=[CH:14][CH:13]=1>C1(C)C=CC(S(O)(=O)=O)=CC=1.C1(C)C=CC=CC=1>[CH:11](=[N:1][C:2]1[C:3]([F:10])=[CH:4][C:5]([Cl:9])=[C:6]([OH:8])[CH:7]=1)[C:12]1[CH:17]=[CH:16][CH:15]=[CH:14][CH:13]=1. Reported procedure: A 50-ml four-neck flask equipped with a dehydrating column was charged with 5-amino-2-chloro-4-fluorophenol (1 g), benzaldehyde (0.68 g), p-toluenesulfonic acid (10 mg) and toluene (50 g). The mixture was dehydrated under reflux under normal pressure for 5 hours, and then concentrated under reduced pressure. The precipitated crystals were filtered and washed with a small amount of hexane to give 1.46 g of 5-benzylidenamino-2-chloro-4-fluorophenol as pale brown needle crystals (yield, 94.5%), m.p... The reactants are C1=C(C=CC=2C3=CC=CC=C3CC12)C(=O)O (9H-fluorene-2-carboxylic acid), C(=O)(N1C=NC=C1)N1C=NC=C1 (1.1'-carbonyldiimidazole), ClC1=C(C=CC=C1Cl)N1CCN(CC1)CCCCN (4-[4-(2,3-dichlorophenyl)-1-piperazinyl]-1-aminobutane). Run in O1CCCC1 (tetrahydrofuran), O1CCCC1 (tetrahydrofuran). Run at time 8 hour. Product: Cl.ClC1=C(C=CC=C1Cl)N1CCN(CC1)CCCCNC(=O)C1=CC=2CC3=CC=CC=C3C2C=C1 (N-{4-[4-(2,3-dichlorophenyl)-1-piperazinyl]butyl}-9H-fluorene-2-carboxamide hydrochloride). Isolated yield 139.4%. RXN SMILES: [CH:1]1[C:13]2[CH2:12][C:11]3[C:6](=[CH:7][CH:8]=[CH:9][CH:10]=3)[C:5]=2[CH:4]=[CH:3][C:2]=1[C:14](O)=[O:15].C(N1C=CN=C1)(N1C=CN=C1)=O.[Cl:29][C:30]1[C:35]([Cl:36])=[CH:34][CH:33]=[CH:32][C:31]=1[N:37]1[CH2:42][CH2:41][N:40]([CH2:43][CH2:44][CH2:45][CH2:46][NH2:47])[CH2:39][CH2:38]1>O1CCCC1>[ClH:29].[Cl:29][C:30]1[C:35]([Cl:36])=[CH:34][CH:33]=[CH:32][C:31]=1[N:37]1[CH2:38][CH2:39][N:40]([CH2:43][CH2:44][CH2:45][CH2:46][NH:47][C:14]([C:2]2[CH:3]=[CH:4][C:5]3[C:6]4[C:11](=[CH:10][CH:9]=[CH:8][CH:7]=4)[CH2:12][C:13]=3[CH:1]=2)=[O:15])[CH2:41][CH2:42]1 |f:4.5|. Procedure details: A mixture of 9H-fluorene-2-carboxylic acid (100 mg, 0.48 mmol) and 1.1'-carbonyldiimidazole (80 mg, 0.5 mmol) in 10 mL of anhydrous tetrahydrofuran was stirred for 8 hours. A solution of 4-[4-(2,3-dichlorophenyl)-1-piperazinyl]-1-aminobutane (150 mg, 0.5 mmol) in 1 mL of tetrahydrofuran was added and the resulting mixture was stirred for 30 minutes. The reaction mixture was partitioned between ethyl acetate and water. The organic layer was washed with aqueous Na2CO3 solution, dried (Na2SO4) and ... The reactants are C(CC(=O)C)(=O)OCC(COC\C(=C\C1=CC=C(C=C1)CC=1C=NC=CC1)\C)(C)C (3-[(E)-3-[4-(pyridin-3-ylmethyl)phenyl]-2-methylallyloxy]-2,2-dimethylpropyl acetoacetate), N (ammonia). The solvent is CC(C)O (2-propanol). The product is N\C(=C/C(=O)OCC(COC\C(=C\C1=CC=C(C=C1)CC=1C=NC=CC1)\C)(C)C)\C (3-[(E)-3-[4-(pyridin-3-ylmethyl)phenyl]-2-methylallyloxy]-2,2-dimethylpropyl 3-aminocrotonate). RXN SMILES: [C:1]([O:7][CH2:8][C:9]([CH3:30])([CH3:29])[CH2:10][O:11][CH2:12]/[C:13](/[CH3:28])=[CH:14]/[C:15]1[CH:20]=[CH:19][C:18]([CH2:21][C:22]2[CH:23]=[N:24][CH:25]=[CH:26][CH:27]=2)=[CH:17][CH:16]=1)(=[O:6])[CH2:2][C:3]([CH3:5])=O.[NH3:31]>CC(O)C>[NH2:31]/[C:3](/[CH3:5])=[CH:2]\[C:1]([O:7][CH2:8][C:9]([CH3:30])([CH3:29])[CH2:10][O:11][CH2:12]/[C:13](/[CH3:28])=[CH:14]/[C:15]1[CH:20]=[CH:19][C:18]([CH2:21][C:22]2[CH:23]=[N:24][CH:25]=[CH:26][CH:27]=2)=[CH:17][CH:16]=1)=[O:6]. Reported procedure: In 9.5 ml of 2-propanol was dissolved 1.9 g of 3-[(E)-3-[4-(pyridin-3-ylmethyl)phenyl]-2-methylallyloxy]-2,2-dimethylpropyl acetoacetate, and an ammonia gas was blown thereinto with ice-cooling for 30 minutes, after which the resulting mixture was subjected to reaction at room temperature for one day. Subsequently, the solvent was removed by distillation under reduced pressure to obtain oily 3-[(E)-3-[4-(pyridin-3-ylmethyl)phenyl]-2-methylallyloxy]-2,2-dimethylpropyl 3-aminocrotonate. This oily ... The solvent is ClCCl (dichloromethane). The product is COC=1C=C(C=CC1N1C=NC(=C1)C)NC=1N=C(C2=C(N1)CCN(C2)C(C)=O)CCC2OCCC2 (1-(2-(3-methoxy-4-(4-methyl-1H-imidazol-1-yl)phenylamino)-4-(2-(tetrahydrofuran-2-yl)ethyl)-7,8-dihydropyrido[4,3-d]pyrimidin-6(5H)-yl)ethanone). Yield: 50.0%. Starting materials: COC=1C=C(C=CC1N1C=NC(=C1)C)NC=1N=C(C2=C(N1)CCNC2)CCC2OCCC2 (N -(3-methoxy-4-(4-methyl-1H-imidazol-1-yl)phenyl)-4-(2-(tetrahydrofuran-2-yl)ethyl)-5,6,7,8-tetrahydropyrido[4,3-d]pyrimidin-2-amine), C(C)(=O)OC(C)=O (acetic anhydride). Reported procedure: To a solution of N -(3-methoxy-4-(4-methyl-1H-imidazol-1-yl)phenyl)-4-(2-(tetrahydrofuran-2-yl)ethyl)-5,6,7,8-tetrahydropyrido[4,3-d]pyrimidin-2-amine (0.114 g, 0.26 mmol) in dichloromethane (2 mL) was added acetic anhydride (0.027 mL, 0.29 mmol) at rt. The reaction mixture was stirred for 45 minutes. The solvent was concentrated; the residue was suspended with methanol and purified by prepHPLC. Fractions were pooled and the solvent was evaporated. The residue was dissolved in water/acetonitrile... Reaction conditions: time 45 minute. As a reaction SMILES: [CH3:1][O:2][C:3]1[CH:4]=[C:5]([NH:15][C:16]2[N:17]=[C:18]([CH2:26][CH2:27][CH:28]3[CH2:32][CH2:31][CH2:30][O:29]3)[C:19]3[CH2:25][NH:24][CH2:23][CH2:22][C:20]=3[N:21]=2)[CH:6]=[CH:7][C:8]=1[N:9]1[CH:13]=[C:12]([CH3:14])[N:11]=[CH:10]1.[C:33](OC(=O)C)(=[O:35])[CH3:34]>ClCCl>[CH3:1][O:2][C:3]1[CH:4]=[C:5]([NH:15][C:16]2[N:17]=[C:18]([CH2:26][CH2:27][CH:28]3[CH2:32][CH2:31][CH2:30][O:29]3)[C:19]3[CH2:25][N:24]([C:33](=[O:35])[CH3:34])[CH2:23][CH2:22][C:20]=3[N:21]=2)[CH:6]=[CH:7][C:8]=1[N:9]1[CH:13]=[C:12]([CH3:14])[N:11]=[CH:10]1. The reactants are CCOC(C)=O, CCCCCC, CC(C)=O, CCOCC, Cc1cc(F)c(I)cc1O, CI, [K+], [K+], O=C([O-])[O-]. The product is COc1cc(I)c(F)cc1C. Reaction SMILES: [CH3:19][CH2:20][O:21][C:22]([CH3:23])=[O:24].[CH3:25][CH2:26][CH2:27][CH2:28][CH2:29][CH3:30].[CH3:31][C:32](=[O:33])[CH3:34].[CH3:35][CH2:36][O:37][CH2:38][CH3:39].[F:1][c:2]1[cH:3][c:4]([CH3:10])[c:5]([OH:9])[cH:6][c:7]1[I:8].[I:17][CH3:18].[K+:11].[K+:12].[O-:13][C:14]([O-:15])=[O:16]>>[F:1][c:2]1[cH:3][c:4]([CH3:10])[c:5]([O:9][CH3:14])[cH:6][c:7]1[I:8].